This data is from the Open Reaction Database (ORD), a public repository of structured organic reaction records. The task is: describe an organic reaction: reactants, conditions, products, and yield Reactants: FC1=CC=C2C=CCOC2=C1F (7,8-difluoro-2H-chromene), FC1=C(C(=CC=C1)OCC#C)F (1,2-difluoro-3-prop-2-ynyloxybenzene). Reagents/catalysts: [Pd] (Pd/C). Run in C1CCOC1 (THF). Product: FC1=CC=C2CCCOC2=C1F (7,8-difluorochroman). Reaction SMILES: [F:1][C:2]1[C:11]([F:12])=[C:10]2[C:5]([CH:6]=[CH:7][CH2:8][O:9]2)=[CH:4][CH:3]=1.FC1C=CC=C(OCC#C)C=1F>C1COCC1.[Pd]>[F:1][C:2]1[C:11]([F:12])=[C:10]2[C:5]([CH2:6][CH2:7][CH2:8][O:9]2)=[CH:4][CH:3]=1. Procedure: A mixture of 7,8-difluoro-2H-chromene and 1,2-difluoro-3-prop-2-ynyloxybenzene (43.2 g) is hydrogenated at RT for 1 h in 430 ml of THF in the presence of Pd/C (5% of Pd). The batch is evaporated to dryness, and the crude product is purified by column chromatography (SiO2, n-pentane: 1-chlorobutane=4:1), giving pure 7,8-difluorochroman as a pale-yellowish liquid. Starting materials: C(C)NC1=C(C=CC=C1)[C@H]1CC=2C=CC(=CC2CC1)OC(C(C)(C)C)=O (pivalic acid (R)-6-(2-ethylaminophenyl)-5,6,7,8-tetrahydronaphthalen-2-yl ester), CN1CCC(CC1)OC1=CC=C(C=O)C=C1 (4-(1-methylpiperidin-4-yloxy)benzaldehyde). Yields the product C(C)N(C1=C(C=CC=C1)[C@H]1CC=2C=CC(=CC2CC1)O)CC1=CC=C(C=C1)OC1CCN(CC1)C ((R)-6-{2-{Ethyl[4-(1-methylpiperidin-4-yloxy)benzyl]amino}phenyl}-5,6,7,8-tetrahydronaphthalen-2-ol). The yield is 59.7%. As a reaction SMILES: [CH2:1]([NH:3][C:4]1[CH:9]=[CH:8][CH:7]=[CH:6][C:5]=1[C@@H:10]1[CH2:19][CH2:18][C:17]2[CH:16]=[C:15]([O:20]C(=O)C(C)(C)C)[CH:14]=[CH:13][C:12]=2[CH2:11]1)[CH3:2].[CH3:27][N:28]1[CH2:33][CH2:32][CH:31]([O:34][C:35]2[CH:42]=[CH:41][C:38]([CH:39]=O)=[CH:37][CH:36]=2)[CH2:30][CH2:29]1>>[CH2:1]([N:3]([CH2:39][C:38]1[CH:41]=[CH:42][C:35]([O:34][CH:31]2[CH2:32][CH2:33][N:28]([CH3:27])[CH2:29][CH2:30]2)=[CH:36][CH:37]=1)[C:4]1[CH:9]=[CH:8][CH:7]=[CH:6][C:5]=1[C@@H:10]1[CH2:19][CH2:18][C:17]2[CH:16]=[C:15]([OH:20])[CH:14]=[CH:13][C:12]=2[CH2:11]1)[CH3:2]. Reported procedure: Synthesized from pivalic acid (R)-6-(2-ethylaminophenyl)-5,6,7,8-tetrahydronaphthalen-2-yl ester (30 mg) and 4-(1-methylpiperidin-4-yloxy)benzaldehyde (94 mg) according to an analogous synthetic method to Example 264 and purified by LC-MS, the title compound (24 mg) was obtained. Starting materials: [Li]CCCC (n-BuLi), ClC=1SC(=C(C1Cl)Cl)Cl (2,3,4,5-tetrachloro-thiophene), C(C)OC(C(F)(F)F)=O (trifluoro-acetic acid ethyl ester). The solvent is C1CCOC1 (THF), C1CCOC1 (THF). Conditions: time 2 hour. The product is FC(C(=O)C=1SC(=C(C1Cl)Cl)Cl)(F)F (2,2,2-trifluoro-1-(3,4,5-trichloro-thiophen-2-yl)-ethanone). The yield is 81.5%. As a reaction SMILES: [Li]CCCC.[Cl:6][C:7]1[S:8][C:9](Cl)=[C:10]([Cl:13])[C:11]=1[Cl:12].C([O:17][C:18](=O)[C:19]([F:22])([F:21])[F:20])C>C1COCC1>[F:20][C:19]([F:22])([F:21])[C:18]([C:9]1[S:8][C:7]([Cl:6])=[C:11]([Cl:12])[C:10]=1[Cl:13])=[O:17]. Procedure: Add a solution of n-BuLi (21.6 mL, 2.5 M in hexane, 54.0 mmol) to a solution of 2,3,4,5-tetrachloro-thiophene (10 g, 45.0 mmol) in dry THF (160 mL) at −78° C. and stir the mixture for 2 hours. Add a solution of trifluoro-acetic acid ethyl ester (9.59 g, 67.6 mmol) in THF (15 mL) and stir at −78° C. for additional 2.5 hours. Quench the reaction with saturated NH4Cl solution (100 mL). Extract the aqueous mixture with EtOAc (100 mL×3). The combined organic layers are washed with brine, dried over a...